Task: describe an organic reaction: reactants, conditions, products, and yield. Dataset: the Open Reaction Database (ORD), a public repository of structured organic reaction records The reactants are CCNC(=O)NN(C)CC(=O)O, CCOC(OCC)C(C)N(Cc1cccc2ccccc12)C(=O)C(N)CC(=O)NC(c1ccccc1)(c1ccccc1)c1ccccc1. Yields the product CCNC(=O)NN(C)CC(=O)NC(CC(=O)NC(c1ccccc1)(c1ccccc1)c1ccccc1)C(=O)N(Cc1cccc2ccccc12)C(C)C(OCC)OCC. As a reaction SMILES: [CH2:1]([CH3:2])[NH:3][C:4](=[O:5])[NH:6][N:7]([CH3:8])[CH2:9][C:10](=[O:11])[OH:12].[NH2:13][CH:14]([C:15](=[O:16])[N:17]([CH2:18][c:19]1[cH:20][cH:21][cH:22][c:23]2[cH:24][cH:25][cH:26][cH:27][c:28]12)[CH:29]([CH:30]([O:31][CH2:32][CH3:33])[O:34][CH2:35][CH3:36])[CH3:37])[CH2:38][C:39](=[O:40])[NH:41][C:42]([c:43]1[cH:44][cH:45][cH:46][cH:47][cH:48]1)([c:49]1[cH:50][cH:51][cH:52][cH:53][cH:54]1)[c:55]1[cH:56][cH:57][cH:58][cH:59][cH:60]1>>[CH2:1]([CH3:2])[NH:3][C:4](=[O:5])[NH:6][N:7]([CH3:8])[CH2:9][C:10](=[O:12])[NH:13][CH:14]([C:15](=[O:16])[N:17]([CH2:18][c:19]1[cH:20][cH:21][cH:22][c:23]2[cH:24][cH:25][cH:26][cH:27][c:28]12)[CH:29]([CH:30]([O:31][CH2:32][CH3:33])[O:34][CH2:35][CH3:36])[CH3:37])[CH2:38][C:39](=[O:40])[NH:41][C:42]([c:43]1[cH:44][cH:45][cH:46][cH:47][cH:48]1)([c:49]1[cH:50][cH:51][cH:52][cH:53][cH:54]1)[c:55]1[cH:56][cH:57][cH:58][cH:59][cH:60]1. Starting materials: C=CCN, CCO, COc1cc(C=O)c([N+](=O)[O-])cc1OC. Product: COc1cc(C=C=CCN)c([N+](=O)[O-])cc1OC. RXN SMILES: [CH2:16]([CH:17]=[CH2:18])[NH2:19].[CH3:20][CH2:21][OH:22].[N+:1](=[O:2])([O-:3])[c:4]1[cH:5][c:6]([O:14][CH3:15])[c:7]([O:12][CH3:13])[cH:8][c:9]1[CH:10]=[O:11]>>[N+:1](=[O:2])([O-:3])[c:4]1[cH:5][c:6]([O:14][CH3:15])[c:7]([O:12][CH3:13])[cH:8][c:9]1[CH:10]=[C:18]=[CH:17][CH2:16][NH2:19]. The reactants are COc1ncc(Br)c2cc(C3(OC)CCNCC3)oc12, C=O, O=CO, [Na+], [OH-]. Product: COc1ncc(Br)c2cc(C3(OC)CCN(C)CC3)oc12. As a reaction SMILES: [Br:1][c:2]1[c:3]2[c:4]([c:5]([O:8][CH3:9])[n:6][cH:7]1)[o:10][c:11]([C:13]1([O:19][CH3:20])[CH2:14][CH2:15][NH:16][CH2:17][CH2:18]1)[cH:12]2.[CH2:24]=[O:25].[CH:21]([OH:22])=[O:23].[Na+:27].[OH-:26]>>[Br:1][c:2]1[c:3]2[c:4]([c:5]([O:8][CH3:9])[n:6][cH:7]1)[o:10][c:11]([C:13]1([O:19][CH3:20])[CH2:14][CH2:15][N:16]([CH3:21])[CH2:17][CH2:18]1)[cH:12]2. The reactants are C=Cc1nc(-c2ccccc2)c(CN(Cc2cccc(OCC)c2)Cc2ccc3c(c2)OCCO3)n1CCCC, CCOC(C)=O. Yields the product CCCCn1c(CC)nc(-c2ccccc2)c1CN(Cc1cccc(OCC)c1)Cc1ccc2c(c1)OCCO2. As a reaction SMILES: [CH2:1]([CH2:2][CH2:3][CH3:4])[n:5]1[c:6]([CH:39]=[CH2:40])[n:7][c:8](-[c:33]2[cH:34][cH:35][cH:36][cH:37][cH:38]2)[c:9]1[CH2:10][N:11]([CH2:12][c:13]1[cH:14][c:15]([O:19][CH2:20][CH3:21])[cH:16][cH:17][cH:18]1)[CH2:22][c:23]1[cH:24][c:25]2[c:26]([cH:31][cH:32]1)[O:27][CH2:28][CH2:29][O:30]2.[CH3:41][CH2:42][O:43][C:44](=[O:45])[CH3:46]>>[CH2:1]([CH2:2][CH2:3][CH3:4])[n:5]1[c:6]([CH2:39][CH3:40])[n:7][c:8](-[c:33]2[cH:34][cH:35][cH:36][cH:37][cH:38]2)[c:9]1[CH2:10][N:11]([CH2:12][c:13]1[cH:14][c:15]([O:19][CH2:20][CH3:21])[cH:16][cH:17][cH:18]1)[CH2:22][c:23]1[cH:24][c:25]2[c:26]([cH:31][cH:32]1)[O:27][CH2:28][CH2:29][O:30]2. Reaction SMILES: [CH2:1]([C:3]1[CH:11]=[CH:10][C:6]([C:7]([OH:9])=[O:8])=[CH:5][C:4]=1[OH:12])[CH3:2].[CH3:13]O>OS(O)(=O)=O>[CH3:13][O:8][C:7](=[O:9])[C:6]1[CH:10]=[CH:11][C:3]([CH2:1][CH3:2])=[C:4]([OH:12])[CH:5]=1. The solvent is OS(=O)(=O)O (H2SO4). Starting materials: C(C)C1=C(C=C(C(=O)O)C=C1)O (4-ethyl-3-hydroxy-benzoic acid), CO (MeOH). Procedure details: To a solution of 4-ethyl-3-hydroxy-benzoic acid (3.76 g, 22.6 mmol) in MeOH (70 mL), cc H2SO4 (0.7 mL) is added. The solution is refluxed overnight, then concentrated to about 30 mL and poured into water. The aqueous layer is extracted with ether (50 mL×4) and the combined organic extracts are neutralized with a saturated aqueous solution of NaHCO3 (50 mL×2), washed with brine (50 mL), dried over Na2SO4, filtered and concentrated to give the title compound as a white powder. TLC, Rf (CH2Cl2/MeOH... Product: COC(C1=CC(=C(C=C1)CC)O)=O (4-Ethyl-3-hydroxy-benzoic acid methyl ester). The reactants are [Br-], COc1cc(C=O)cc(OC)c1OC, C[O-], CC(=O)O, CO, Cc1ccccc1, COc1ccc(C[P+](c2ccccc2)(c2ccccc2)c2ccccc2)cc1[N+](=O)[O-], [Na+]. Product: COc1ccc(C=Cc2cc(OC)c(OC)c(OC)c2)cc1[N+](=O)[O-]. As a reaction SMILES: [Br-:15].[CH3:1][O:2][c:3]1[cH:4][c:5]([CH:6]=[O:7])[cH:8][c:9]([O:13][CH3:14])[c:10]1[O:11][CH3:12].[CH3:47][O-:48].[CH3:50][C:51](=[O:52])[OH:53].[CH3:54][OH:55].[CH3:56][c:57]1[cH:58][cH:59][cH:60][cH:61][cH:62]1.[N+:16](=[O:17])([O-:18])[c:19]1[cH:20][c:21]([CH2:22][P+:23]([c:24]2[cH:25][cH:26][cH:27][cH:28][cH:29]2)([c:30]2[cH:31][cH:32][cH:33][cH:34][cH:35]2)[c:36]2[cH:37][cH:38][cH:39][cH:40][cH:41]2)[cH:42][cH:43][c:44]1[O:45][CH3:46].[Na+:49]>>[CH3:1][O:2][c:3]1[cH:4][c:5]([CH:6]=[CH:22][c:21]2[cH:20][c:19]([N+:16](=[O:17])[O-:18])[c:44]([O:45][CH3:46])[cH:43][cH:42]2)[cH:8][c:9]([O:13][CH3:14])[c:10]1[O:11][CH3:12]. Starting materials: N[C@@H](CC1=CNC2=CC=CC=C12)C(=O)O (L-tryptophan), N[C@H](CC1=CNC2=CC=CC=C12)C(=O)O (D-tryptophan). The product is C1N[C@@H](CC2=C1NC1=CC=CC=C21)C(=O)O ((3S)-1,2,3,4-tetrahydro-9H-pyrido[3,4-b]indole-3-carboxylic acid). RXN SMILES: [NH2:1][C@H:2]([C:13]([OH:15])=[O:14])[CH2:3][C:4]1[C:12]2[C:7](=[CH:8][CH:9]=[CH:10][CH:11]=2)[NH:6][CH:5]=1.N[C@@H:17](C(O)=O)CC1C2C(=CC=CC=2)NC=1>>[CH2:17]1[C:5]2[NH:6][C:7]3[C:12]([C:4]=2[CH2:3][C@@H:2]([C:13]([OH:15])=[O:14])[NH:1]1)=[CH:11][CH:10]=[CH:9][CH:8]=3. Reported procedure: When L-tryptophan is substituted for D-tryptophan in Example 1E, (3S)-1,2,3,4-tetrahydro-9H-pyrido[3,4-b]indole-3-carboxylic acid is obtained.